Dataset: the Open Reaction Database (ORD), a public repository of structured organic reaction records. Task: describe an organic reaction: reactants, conditions, products, and yield Reactants: C1CO1 (ethylene oxide), CN(C)C.O (trimethylamine water), CN(C)C (trimethylamine). Solvent: CO (methanol). Product: OCC[N+](C)(C)C (choline), C=O (paraformaldehyde). As a reaction SMILES: [CH2:1]1[O:3][CH2:2]1.[CH3:4][N:5]([CH3:7])[CH3:6].O.CN(C)C>CO>[OH:3][CH2:1][CH2:2][N+:5]([CH3:7])([CH3:6])[CH3:4].[CH2:2]=[O:3] |f:1.2|. Procedure details: 45% by weight choline base in methanol was prepared by the reaction of ethylene oxide with a methanolic solution of 1:1 trimethylamine/water. The trimethylamine content of the stock solution as prepared was 19 ppm. Sufficient paraformaldehyde to give solutions containing 0.05%, 0.1%, 0.5%, and 1% by weight of paraformaldehyde, and sufficient ethylenediamine to give a reference solution containing 0.15% by weight ethylenediamine (the usual stabilizer for methanolic choline base), when mixed with ... Reactants: C1(=CC(=CC=C1)B(O)O)C (m-tolylboronic acid), N1=CC=CC=C1 (pyridine), OC=1C=C(C(=O)OCC)C=CC1 (ethyl 3-hydroxybenzoate). Reagents/catalysts: C(C)(=O)[O-].[Cu+2].C(C)(=O)[O-] (copper acetate). Run in ClCCl (dichloromethane). Run at time 24 hour. The product is C1(=CC(=CC=C1)OC=1C=C(C(=O)OCC)C=CC1)C (Ethyl 3-(m-tolyloxy)benzoate). Yield: 54.4%. As a reaction SMILES: [C:1]1([CH3:10])[CH:6]=[CH:5][CH:4]=[C:3](B(O)O)[CH:2]=1.N1C=CC=CC=1.[OH:17][C:18]1[CH:19]=[C:20]([CH:26]=[CH:27][CH:28]=1)[C:21]([O:23][CH2:24][CH3:25])=[O:22]>ClCCl.C([O-])(=O)C.[Cu+2].C([O-])(=O)C>[C:1]1([CH3:10])[CH:6]=[CH:5][CH:4]=[C:3]([O:17][C:18]2[CH:19]=[C:20]([CH:26]=[CH:27][CH:28]=2)[C:21]([O:23][CH2:24][CH3:25])=[O:22])[CH:2]=1 |f:4.5.6|. Procedure details: A mixture of m-tolylboronic acid (0.164 g; 1.20 mmol), copper acetate (0.219 g; 1.20 mmol), pyridine (0.097 mL; 1.20 mmol) and ethyl 3-hydroxybenzoate (0.100 g; 0.602 mmol) in dichloromethane (5 mL) was stirred at room temperature under nitrogen for 24 hours. The reaction mixture was filtered through celite, concentrated under reduced pressure and the residue purified by column chromatography on silica (eluent 2 to 20% ethyl acetate in heptane) to yield 0.084 g (54%) of the title compound which ... The reactants are O1CCNCCOCCNCC1 (1,7-dioxa-4,10-diazacyclododecane), C12(CC3CC(CC(C1)C3)C2)C(=O)Cl (1-adamantylcarbonyl chloride). Product: C12(CC3CC(CC(C1)C3)C2)C(=O)N2CCOCCN(CCOCC2)C(=O)C23CC1CC(CC(C2)C1)C3 (4,10-Bis(1-adamantylcarbonyl)-1,7-dioxa-4,10-diazacyclododecane). RXN SMILES: [O:1]1[CH2:12][CH2:11][NH:10][CH2:9][CH2:8][O:7][CH2:6][CH2:5][NH:4][CH2:3][CH2:2]1.[C:13]12([C:23](Cl)=[O:24])[CH2:22][CH:17]3[CH2:18][CH:19]([CH2:21][CH:15]([CH2:16]3)[CH2:14]1)[CH2:20]2>>[C:13]12([C:23]([N:4]3[CH2:5][CH2:6][O:7][CH2:8][CH2:9][N:10]([C:23]([C:13]45[CH2:22][CH:17]6[CH2:16][CH:15]([CH2:21][CH:19]([CH2:18]6)[CH2:20]4)[CH2:14]5)=[O:24])[CH2:11][CH2:12][O:1][CH2:2][CH2:3]3)=[O:24])[CH2:22][CH:17]3[CH2:18][CH:19]([CH2:21][CH:15]([CH2:16]3)[CH2:14]1)[CH2:20]2. Procedure details: Analogously to Example 2 from 1,7-dioxa-4,10-diazacyclododecane and 1-adamantylcarbonyl chloride. Starting materials: CO, [H][H], NC(=O)c1cc([N+](=O)[O-])ccn1. Product: NC(=O)c1cc(N)ccn1. RXN SMILES: [CH3:15][OH:16].[H:13][H:14].[N+:1]([O-:2])(=[O:3])[c:4]1[cH:5][c:6]([C:10](=[O:11])[NH2:12])[n:7][cH:8][cH:9]1>>[NH2:1][c:4]1[cH:5][c:6]([C:10](=[O:11])[NH2:12])[n:7][cH:8][cH:9]1. Procedure: 4.9 g (0.125 gram atom) of sodium in small pieces are added to 50 ml of anhydrous methanol and 2/3 of the sodium ethylate solution thus obtained is used to neutralise a solution of 5.25 g (0.075 mol) of hydroxylamine hydrochloride in 50 ml of anhydrous methanol; 15 g (0.05 mol) of ethyl 2-(N,N-diphenylcarbamoyl)-propionate are then added, after which the remaining one-third of the sodium ethylate solution is added in the cold. The reactants are left in contact overnight at 50° C., the mixture is... Run at time 8 hour. Reactants: [Na] (sodium), CC[O-].[Na+] (sodium ethylate solution), C1(=CC=CC=C1)N(C(=O)C(C(=O)OCC)C)C1=CC=CC=C1 (ethyl 2-(N,N-diphenylcarbamoyl)-propionate), CC[O-].[Na+] (sodium ethylate solution), Cl.NO (hydroxylamine hydrochloride). Reaction SMILES: [Na].CC[O-].[Na+].Cl.[NH2:7][OH:8].[C:9]1([N:15]([C:25]2[CH:30]=[CH:29][CH:28]=[CH:27][CH:26]=2)[C:16]([CH:18]([CH3:24])[C:19](OCC)=[O:20])=[O:17])[CH:14]=[CH:13][CH:12]=[CH:11][CH:10]=1>CO>[C:9]1([N:15]([C:25]2[CH:30]=[CH:29][CH:28]=[CH:27][CH:26]=2)[C:16]([CH:18]([CH3:24])[C:19]([NH:7][OH:8])=[O:20])=[O:17])[CH:14]=[CH:13][CH:12]=[CH:11][CH:10]=1 |f:1.2,3.4,^1:0|. The yield is 68.0%. The product is C1(=CC=CC=C1)N(C(=O)C(C(=O)NO)C)C1=CC=CC=C1 (2-(N,N-Diphenylcarbamoyl)-propionohydroxamic acid). Solvent: CO (methanol), CO (methanol). Starting materials: O=C([O-])[O-], COc1ccccc1N1CCNCC1, CC#N, CN1CCC(=O)c2cn(CCCCCl)cc2S1(=O)=O, [I-], [K+], [K+], [Na+]. Yields the product COc1ccccc1N1CCN(CCCCn2cc3c(c2)S(=O)(=O)N(C)CCC3=O)CC1. RXN SMILES: [C:34](=[O:35])([O-:36])[O-:37].[CH3:20][O:21][c:22]1[c:23]([N:28]2[CH2:29][CH2:30][NH:31][CH2:32][CH2:33]2)[cH:24][cH:25][cH:26][cH:27]1.[CH3:42][C:43]#[N:44].[Cl:1][CH2:2][CH2:3][CH2:4][CH2:5][n:6]1[cH:7][c:8]2[c:14]([cH:15]1)[S:13](=[O:16])(=[O:17])[N:12]([CH3:18])[CH2:11][CH2:10][C:9]2=[O:19].[I-:41].[K+:38].[K+:39].[Na+:40]>>[CH2:2]([CH2:3][CH2:4][CH2:5][n:6]1[cH:7][c:8]2[c:14]([cH:15]1)[S:13](=[O:16])(=[O:17])[N:12]([CH3:18])[CH2:11][CH2:10][C:9]2=[O:19])[N:31]1[CH2:30][CH2:29][N:28]([c:23]2[c:22]([O:21][CH3:20])[cH:27][cH:26][cH:25][cH:24]2)[CH2:33][CH2:32]1.